Dataset: the Open Reaction Database (ORD), a public repository of structured organic reaction records. Task: describe an organic reaction: reactants, conditions, products, and yield Reactants: ClC=1C=CC(=C(C#N)C1)F (5-chloro-2-fluoro-benzonitrile), C(=O)([O-])[O-].[K+].[K+] (K2CO3), CN1CCNCC1 (1-methyl-piperazine). Run in CS(=O)C (DMSO). Reaction conditions: temperature 100 celsius, time 6 hour. Product: ClC=1C=CC(=C(C#N)C1)N1CCN(CC1)C (5-chloro-2-(4-methyl-piperazin-1-yl)-benzonitrile). Isolated yield 87.2%. Reaction SMILES: [Cl:1][C:2]1[CH:3]=[CH:4][C:5](F)=[C:6]([CH:9]=1)[C:7]#[N:8].C([O-])([O-])=O.[K+].[K+].[CH3:17][N:18]1[CH2:23][CH2:22][NH:21][CH2:20][CH2:19]1>CS(C)=O>[Cl:1][C:2]1[CH:3]=[CH:4][C:5]([N:21]2[CH2:22][CH2:23][N:18]([CH3:17])[CH2:19][CH2:20]2)=[C:6]([CH:9]=1)[C:7]#[N:8] |f:1.2.3|. Reported procedure: A mixture of 5-chloro-2-fluoro-benzonitrile (500 mg, 3.21 mmol), K2CO3 (1.32 g, 9.64 mmol) and 1-methyl-piperazine (482 mg, 4.81 mmol) in DMSO (6.4 ml) was stirred at 100° C. for 6 h and then partitioned between water and Et2O. The organic phase was dried over Na2SO4 and evaporated in vacuo. The crude mixture was purified by column chromatography (eluent: DCM/MeOH/NH4OH 98:2:0.1) to give 660 mg of 5-chloro-2-(4-methyl-piperazin-1-yl)-benzonitrile. Reactants: BrB(Br)Br, O=C([O-])O, ClCCl, CC#N, Cl, COc1ccc2c(C(=O)c3ccc(OCCN4CCCCC4)cc3)c(-c3cc(F)ccc3F)ccc2c1, [Na+]. The product is O=C(c1ccc(OCCN2CCCCC2)cc1)c1c(-c2cc(F)ccc2F)ccc2cc(O)ccc12. RXN SMILES: [B:39]([Br:40])([Br:41])[Br:42].[C:43](=[O:44])([OH:45])[O-:46].[CH2:48]([Cl:49])[Cl:50].[CH3:51][C:52]#[N:53].[ClH:38].[F:1][c:2]1[c:3](-[c:9]2[c:10]([C:21](=[O:22])[c:23]3[cH:24][cH:25][c:26]([O:29][CH2:30][CH2:31][N:32]4[CH2:33][CH2:34][CH2:35][CH2:36][CH2:37]4)[cH:27][cH:28]3)[c:11]3[cH:12][cH:13][c:14]([O:19][CH3:20])[cH:15][c:16]3[cH:17][cH:18]2)[cH:4][c:5]([F:8])[cH:6][cH:7]1.[Na+:47]>>[F:1][c:2]1[c:3](-[c:9]2[c:10]([C:21](=[O:22])[c:23]3[cH:24][cH:25][c:26]([O:29][CH2:30][CH2:31][N:32]4[CH2:33][CH2:34][CH2:35][CH2:36][CH2:37]4)[cH:27][cH:28]3)[c:11]3[cH:12][cH:13][c:14]([OH:19])[cH:15][c:16]3[cH:17][cH:18]2)[cH:4][c:5]([F:8])[cH:6][cH:7]1. Reactants: ClCC(=O)OC(C)C (isopropyl 2-chloroacetate), C1(=CC=CC=C1)NC(NN)=S (4-phenylthiosemicarbazide), C1(=CC=CC=C1)C (toluene). Solvent: O1CCCC1 (tetrahydrofuran). Reaction conditions: time 30 minute. The product is N(C1=CC=CC=C1)C1=NNC(=C1C(=O)OC(C)C)C (3-anilino-4-isopropoxycarbonyl-5-methylpyrazole). Reaction SMILES: Cl[CH2:2][C:3]([O:5][CH:6]([CH3:8])[CH3:7])=[O:4].[C:9]1([NH:15][C:16](=S)[NH:17][NH2:18])[CH:14]=[CH:13][CH:12]=[CH:11][CH:10]=1.[C:20]1(C)C=CC=C[CH:21]=1>O1CCCC1>[NH:15]([C:16]1[C:2]([C:3]([O:5][CH:6]([CH3:8])[CH3:7])=[O:4])=[C:20]([CH3:21])[NH:18][N:17]=1)[C:9]1[CH:14]=[CH:13][CH:12]=[CH:11][CH:10]=1. Reported procedure: 35.7 g of isopropyl 2-chloroacetate is added to a suspension of 33.5 g of 4-phenylthiosemicarbazide in 150 ml of tetrahydrofuran. After the mixture has been stirred for 30 minutes it is boiled for a further 30 minutes and then allowed to cool. The precipitated solid is isolated by suction filtering, washed with acetone and the residue is heated in a water/acetone mixture (1:1). After the separated sulfur has been poured off, the whole is allowed to cool and is neutralised with aqueous NaHCO3, so... Starting materials: [Cl-].[NH4+] (ammonium chloride), C(CCCCC)C=1NC2=CC=CC=C2C1 (2-hexyl-1H-indole), [OH-].[K+] (KOH), IC (iodomethane). Run in C(C)(=O)OCC (ethyl acetate), CS(=O)C (DMSO). Conditions: time 30 minute. The product is C(CCCCC)C=1N(C2=CC=CC=C2C1)C (2-Hexyl-1-methyl-1H-indole). As a reaction SMILES: [CH2:1]([C:7]1[NH:8][C:9]2[C:14]([CH:15]=1)=[CH:13][CH:12]=[CH:11][CH:10]=2)[CH2:2][CH2:3][CH2:4][CH2:5][CH3:6].[OH-].[K+].I[CH3:19].[Cl-].[NH4+]>CS(C)=O.C(OCC)(=O)C>[CH2:1]([C:7]1[N:8]([CH3:19])[C:9]2[C:14]([CH:15]=1)=[CH:13][CH:12]=[CH:11][CH:10]=2)[CH2:2][CH2:3][CH2:4][CH2:5][CH3:6] |f:1.2,4.5|. Procedure: To a solution of 2-hexyl-1H-indole in DMSO was added KOH at RT and was stirred for 30 minutes. Then to this mixture, iodomethane was added and stirred for 3 hours. The reaction mixture was treated with saturated ammonium chloride and ethyl acetate. The product was purified by column chromatography. Starting materials: CCc1cccc(OC)c1C=NC(C(C)C)C(C)C, C1CCOC1, Cl, [Na+], [OH-]. Yields the product CCc1cccc(OC)c1C=O. Reaction SMILES: [CH2:1]([CH3:2])[c:3]1[c:4]([CH:11]=[N:12][CH:13]([CH:14]([CH3:15])[CH3:16])[CH:17]([CH3:18])[CH3:19])[c:5]([O:9][CH3:10])[cH:6][cH:7][cH:8]1.[CH2:22]1[O:23][CH2:24][CH2:25][CH2:26]1.[ClH:27].[Na+:21].[OH-:20]>>[CH2:1]([CH3:2])[c:3]1[c:4]([CH:11]=[O:20])[c:5]([O:9][CH3:10])[cH:6][cH:7][cH:8]1.